From a dataset of the Open Reaction Database (ORD), a public repository of structured organic reaction records. describe an organic reaction: reactants, conditions, products, and yield Starting materials: CO, COC(=O)c1cc(C)nc(CO)c1, N. Yields the product Cc1cc(C(N)=O)cc(CO)n1. RXN SMILES: [CH3:15][OH:16].[CH3:1][O:2][C:3]([c:4]1[cH:5][c:6]([CH2:11][OH:12])[n:7][c:8]([CH3:10])[cH:9]1)=[O:13].[NH3:14]>>[O:2]=[C:3]([c:4]1[cH:5][c:6]([CH2:11][OH:12])[n:7][c:8]([CH3:10])[cH:9]1)[NH2:14]. Starting materials: C(CC)OC1=C(C=CC=C1)C1=NC2=C(C=CC=C2C(N1)=O)C=CCCCCC (2-(2-n-Propoxyphenyl)-8-(1-Hepten-1-yl)Quinazolin-4(3H)-One), ClC1=CC(=CC=C1)C(=O)OO (m-chloroperbenzoic acid). Run in C(Cl)(Cl)Cl (chloroform). Run at time 3 hour. Yields the product C(CC)OC1=C(C=CC=C1)C1=NC2=C(C=CC=C2C(N1)=O)C1C(CCCCC)O1 (2-(2-n-Propoxyphenyl)-8-(1,2-Epoxy-1-Heptyl)Quinazolin-4-(3H)-One). Reaction SMILES: [CH2:1]([O:4][C:5]1[CH:10]=[CH:9][CH:8]=[CH:7][C:6]=1[C:11]1[NH:20][C:19](=[O:21])[C:18]2[C:13](=[C:14]([CH:22]=[CH:23][CH2:24][CH2:25][CH2:26][CH2:27][CH3:28])[CH:15]=[CH:16][CH:17]=2)[N:12]=1)[CH2:2][CH3:3].ClC1C=CC=C(C(OO)=[O:37])C=1>C(Cl)(Cl)Cl>[CH2:1]([O:4][C:5]1[CH:10]=[CH:9][CH:8]=[CH:7][C:6]=1[C:11]1[NH:20][C:19](=[O:21])[C:18]2[C:13](=[C:14]([CH:22]3[O:37][CH:23]3[CH2:24][CH2:25][CH2:26][CH2:27][CH3:28])[CH:15]=[CH:16][CH:17]=2)[N:12]=1)[CH2:2][CH3:3]. Reported procedure: 1.5 g (3.98 mmoles) of the compound from Example 1 is dissolved at 0° C. in 40 ml of dry chloroform. To it is added 0.98 g (3.98 mmoles) of 70% m-chloroperbenzoic acid. The mixture is allowed to come to room temperature and is stirred for 3 hours longer. It is washed 3 times with 30 ml portions of 10% sodium bisulfite solution and twice with 30 ml portions of 1 N NaOH solution, dried over MgSO4, and evaporated under vacuum. The residue (1.6 g) was chromatographed on silica gel with toluene/ethyl... Starting materials: [OH-].[Na+] (sodium hydroxide), C(CCC)C=1N(C(=C(N1)Cl)C(=O)OC)CC1=CC2=C(N(N=C2C=C1)C1=C(C=CC=C1)C(=O)OCC)Br (methyl 2-butyl-4-chloro-1-[3-bromo-2-(2-ethoxycarbonylphenyl)-2H-indazol-5-yl]methyl-1H-imidazole-5-carboxylate). Solvent: C(C)O (Ethanol). Run at time 1 day. Yields the product BrC=1N(N=C2C=CC(=CC12)CN1C(=NC(=C1C(=O)[O-])Cl)CCCC)C1=C(C=CC=C1)C(=O)O.[Na+].[Na+].BrC=1N(N=C2C=CC(=CC12)CN1C(=NC(=C1C(=O)[O-])Cl)CCCC)C1=C(C=CC=C1)C(=O)O (disodium 1-[3-bromo-2-(2-carboxyphenyl)-2H-indazol-5-yl]methyl-2-butyl-4-chloro-1H-imidazole-5-carboxylate). As a reaction SMILES: [OH-].[Na+:2].[CH2:3]([C:7]1[N:8]([CH2:17][C:18]2[CH:26]=[CH:25][C:24]3[C:20](=[C:21]([Br:38])[N:22]([C:27]4[CH:32]=[CH:31][CH:30]=[CH:29][C:28]=4[C:33]([O:35]CC)=[O:34])[N:23]=3)[CH:19]=2)[C:9]([C:13]([O:15]C)=[O:14])=[C:10]([Cl:12])[N:11]=1)[CH2:4][CH2:5][CH3:6]>C(O)C>[Br:38][C:21]1[N:22]([C:27]2[CH:32]=[CH:31][CH:30]=[CH:29][C:28]=2[C:33]([OH:35])=[O:34])[N:23]=[C:24]2[C:20]=1[CH:19]=[C:18]([CH2:17][N:8]1[C:9]([C:13]([O-:15])=[O:14])=[C:10]([Cl:12])[N:11]=[C:7]1[CH2:3][CH2:4][CH2:5][CH3:6])[CH:26]=[CH:25]2.[Na+:2].[Na+:2].[Br:38][C:21]1[N:22]([C:27]2[CH:32]=[CH:31][CH:30]=[CH:29][C:28]=2[C:33]([OH:35])=[O:34])[N:23]=[C:24]2[C:20]=1[CH:19]=[C:18]([CH2:17][N:8]1[C:9]([C:13]([O-:15])=[O:14])=[C:10]([Cl:12])[N:11]=[C:7]1[CH2:3][CH2:4][CH2:5][CH3:6])[CH:26]=[CH:25]2 |f:0.1,4.5.6.7|. Procedure: Ethanol (5.5 ml) and 1N aqueous sodium hydroxide (1.38 ml) were added to methyl 2-butyl-4-chloro-1-[3-bromo-2-(2-ethoxycarbonylphenyl)-2H-indazol-5-yl]methyl-1H-imidazole-5-carboxylate (0.132 g, 0.230 mmol) as obtained in Example 8, and the mixture was stirred at room temperature for one day. The mixture was concentrated in an evaporator, and ion-exchanged water (5 ml) was added thereto, followed by stirring. Conc. hydrochloric acid was dropwise added thereto to adjust its pH to 5-6. The resulta... Starting materials: CN1N=CC(=C1)C1=CC=2N(C(=N1)C=1C=NNC1)C=CN2 (7-(1-methyl-1H-pyrazol-4-yl)-5-(1H-pyrazol-4-yl)imidazo[1,2-c]pyrimidine), CN(C)C=O (DMF), C(#N)C=CC1CCN(CC1)C(=O)OC(C)(C)C (tert-butyl 4-(2-cyanovinyl)piperidine-1-carboxylate), C(#N)C=CC1CCN(CC1)C(=O)OC(C)(C)C (tert-butyl 4-(2-cyanovinyl)piperidine-1-carboxylate), C1CCC2=NCCCN2CC1 (DBU). Solvent: CCOC(=O)C (EtOAc). Reaction conditions: temperature 45 celsius. Product: C(#N)CC(N1N=CC(=C1)C1=NC(=CC=2N1C=CN2)C=2C=NN(C2)C)C2CCN(CC2)C(=O)OC(C)(C)C (tert-butyl 4-(2-cyano-1-(4-(7-(1-methyl-1H-pyrazol-4-yl)imidazo[1,2-c]pyrimidin-5-yl)-1H-pyrazol-1-yl)ethyl)piperidine-1-carboxylate). The yield is 61.9%. Reaction SMILES: [CH3:1][N:2]1[CH:6]=[C:5]([C:7]2[N:12]=[C:11]([C:13]3[CH:14]=[N:15][NH:16][CH:17]=3)[N:10]3[CH:18]=[CH:19][N:20]=[C:9]3[CH:8]=2)[CH:4]=[N:3]1.CN(C=O)C.[C:26]([CH:28]=[CH:29][CH:30]1[CH2:35][CH2:34][N:33]([C:36]([O:38][C:39]([CH3:42])([CH3:41])[CH3:40])=[O:37])[CH2:32][CH2:31]1)#[N:27].C1CCN2C(=NCCC2)CC1>CCOC(C)=O>[C:26]([CH2:28][CH:29]([CH:30]1[CH2:35][CH2:34][N:33]([C:36]([O:38][C:39]([CH3:42])([CH3:41])[CH3:40])=[O:37])[CH2:32][CH2:31]1)[N:15]1[CH:14]=[C:13]([C:11]2[N:10]3[CH:18]=[CH:19][N:20]=[C:9]3[CH:8]=[C:7]([C:5]3[CH:4]=[N:3][N:2]([CH3:1])[CH:6]=3)[N:12]=2)[CH:17]=[N:16]1)#[N:27]. Procedure: To 7-(1-methyl-1H-pyrazol-4-yl)-5-(1H-pyrazol-4-yl)imidazo[1,2-c]pyrimidine (Preparation K; 50 mg, 0.19 mmol) was added DMF (950 μL, 0.19 mmol), tert-butyl 4-(2-cyanovinyl)piperidine-1-carboxylate (Table 1, compound 1; 67 mg, 0.28 mmol) and DBU (185 μL, 1.3 mmol). The reaction mixture was heated to 45° C. for 8 hours, then diluted in EtOAc and washed with water and brine. The organic layer was dried with MgSO4, filtered and concentrated down to a yellow oil. Purification of the resulting crude m...